This data is from the Open Reaction Database (ORD), a public repository of structured organic reaction records. The task is: describe an organic reaction: reactants, conditions, products, and yield Starting materials: CC(=O)c1ccc(Cn2c(C(C)=O)c(-c3ccccc3)c3cc(Br)ccc3c2=O)cc1, CC(=O)[O-], CCO, Cl, NO, [Na+]. Product: CC(=O)c1c(-c2ccccc2)c2cc(Br)ccc2c(=O)n1Cc1ccc(C(C)=NO)cc1. RXN SMILES: [C:1]([CH3:2])(=[O:3])[c:4]1[n:5]([CH2:22][c:23]2[cH:24][cH:25][c:26]([C:29]([CH3:30])=[O:31])[cH:27][cH:28]2)[c:6](=[O:21])[c:7]2[cH:8][cH:9][c:10]([Br:20])[cH:11][c:12]2[c:13]1-[c:14]1[cH:15][cH:16][cH:17][cH:18][cH:19]1.[CH3:36][C:37](=[O:38])[O-:39].[CH3:40][CH2:41][OH:42].[ClH:32].[NH2:33][OH:34].[Na+:35]>>[C:1]([CH3:2])(=[O:3])[c:4]1[n:5]([CH2:22][c:23]2[cH:24][cH:25][c:26]([C:29]([CH3:30])=[N:33][OH:34])[cH:27][cH:28]2)[c:6](=[O:21])[c:7]2[cH:8][cH:9][c:10]([Br:20])[cH:11][c:12]2[c:13]1-[c:14]1[cH:15][cH:16][cH:17][cH:18][cH:19]1. Starting materials: [Al+3].[Cl-].[Cl-].[Cl-] (AlCl3), C1(=CC=CC=C1)C(CN1N=CN=C1)O (1-phenyl-2-(1,2,4-triazol-1-yl)-ethanol), ice water. Solvent: C1=CC=CC=C1 (benzene), ClCCCl (1,2-dichloroethane). Product: C1(=CC=CC=C1)C(CN1N=CN=C1)C1=CC=CC=C1 (1,1-Diphenyl-2-(1,2,4-triazol-1-yl)-ethane). Reaction SMILES: [Al+3].[Cl-].[Cl-].[Cl-].[C:5]1([CH:11](O)[CH2:12][N:13]2[CH:17]=[N:16][CH:15]=[N:14]2)[CH:10]=[CH:9][CH:8]=[CH:7][CH:6]=1>C1C=CC=CC=1.ClCCCl>[C:5]1([CH:11]([C:5]2[CH:10]=[CH:9][CH:8]=[CH:7][CH:6]=2)[CH2:12][N:13]2[CH:17]=[N:16][CH:15]=[N:14]2)[CH:10]=[CH:9][CH:8]=[CH:7][CH:6]=1 |f:0.1.2.3|. Procedure details: 26.7 g (0.2 mole) of AlCl3 were added in portions to a solution of 18.9 g (0.1 mole) of 1-phenyl-2-(1,2,4-triazol-1-yl)-ethanol in 50 ml of benzene and 50 ml of 1,2-dichloroethane at -10° C. Thereafter, the mixture was warmed to room temperature in the course of 30 minutes, and was then heated to 80° C., until the evolution of gas was no longer observed. The mixture was poured onto 200 ml of ice-water, the organic phase was separated off and concentrated, and the residue was triturated with diis...